This data is from the Open Reaction Database (ORD), a public repository of structured organic reaction records. The task is: describe an organic reaction: reactants, conditions, products, and yield Reactants: Cc1ccc(S(=O)(=O)OCC(C)CC(=O)OC(C)(C)C)cc1, [H-], [Na+], CN(C)C=O, Oc1ccc(N2CCN(c3ccncc3)CC2)cc1. Yields the product CC(COc1ccc(N2CCN(c3ccncc3)CC2)cc1)CC(=O)OC(C)(C)C. Reaction SMILES: [CH3:22][CH:23]([CH2:24][C:25](=[O:26])[O:27][C:28]([CH3:29])([CH3:30])[CH3:31])[CH2:32][O:33][S:34]([c:35]1[cH:36][cH:37][c:38]([CH3:39])[cH:40][cH:41]1)(=[O:42])=[O:43].[H-:1].[Na+:2].[O:44]=[CH:45][N:46]([CH3:47])[CH3:48].[n:3]1[cH:4][cH:5][c:6]([N:9]2[CH2:10][CH2:11][N:12]([c:15]3[cH:16][cH:17][c:18]([OH:21])[cH:19][cH:20]3)[CH2:13][CH2:14]2)[cH:7][cH:8]1>>[n:3]1[cH:4][cH:5][c:6]([N:9]2[CH2:10][CH2:11][N:12]([c:15]3[cH:16][cH:17][c:18]([O:21][CH2:32][CH:23]([CH3:22])[CH2:24][C:25](=[O:26])[O:27][C:28]([CH3:29])([CH3:30])[CH3:31])[cH:19][cH:20]3)[CH2:13][CH2:14]2)[cH:7][cH:8]1. Reactants: CN(C)C(=O)Nc1ccc(-c2nn(CCN(C)C(=O)OC(C)(C)C)cc2-c2ccnc3[nH]c(-c4cccc(CO)c4)cc23)cc1, ClC(Cl)Cl, O=[Mn]=O. The product is CN(C)C(=O)Nc1ccc(-c2nn(CCN(C)C(=O)OC(C)(C)C)cc2-c2ccnc3[nH]c(-c4cccc(C=O)c4)cc23)cc1. As a reaction SMILES: [CH3:1][N:2]([C:3](=[O:4])[NH:5][c:6]1[cH:7][cH:8][c:9](-[c:12]2[n:13][n:14]([CH2:34][CH2:35][N:36]([C:37]([O:38][C:39]([CH3:40])([CH3:41])[CH3:42])=[O:43])[CH3:44])[cH:15][c:16]2-[c:17]2[c:18]3[c:19]([n:20][cH:21][cH:22]2)[nH:23][c:24](-[c:26]2[cH:27][c:28]([CH2:32][OH:33])[cH:29][cH:30][cH:31]2)[cH:25]3)[cH:10][cH:11]1)[CH3:45].[Cl:46][CH:47]([Cl:48])[Cl:49].[O:50]=[Mn:51]=[O:52]>>[CH3:1][N:2]([C:3](=[O:4])[NH:5][c:6]1[cH:7][cH:8][c:9](-[c:12]2[n:13][n:14]([CH2:34][CH2:35][N:36]([C:37]([O:38][C:39]([CH3:40])([CH3:41])[CH3:42])=[O:43])[CH3:44])[cH:15][c:16]2-[c:17]2[c:18]3[c:19]([n:20][cH:21][cH:22]2)[nH:23][c:24](-[c:26]2[cH:27][c:28]([CH:32]=[O:33])[cH:29][cH:30][cH:31]2)[cH:25]3)[cH:10][cH:11]1)[CH3:45]. Reactants: C([O-])([O-])=O.[K+].[K+] (Potassium carbonate), Cl.Cl.CC=1N=CNC1CSCCN (4-methyl-5-[(2-aminoethyl)thiomethyl]-imidazole dihydrochloride). The solvent is O (water). Conditions: time 15 minute. Yields the product CC=1N=CNC1CSCCN (4-methyl-5-[(2-aminoethyl)thiomethyl]imidazole). Reaction SMILES: C(=O)([O-])[O-].[K+].[K+].Cl.Cl.[CH3:9][C:10]1[N:11]=[CH:12][NH:13][C:14]=1[CH2:15][S:16][CH2:17][CH2:18][NH2:19]>O>[CH3:9][C:10]1[N:11]=[CH:12][NH:13][C:14]=1[CH2:15][S:16][CH2:17][CH2:18][NH2:19] |f:0.1.2,3.4.5|. Procedure details: Potassium carbonate (7.75 g.) was added to a solution of 4-methyl-5-[(2-aminoethyl)thiomethyl]-imidazole dihydrochloride (14.6 g.) in water (120 ml.). The solution was stored at room temperature for 15 minutes, then evaporated to dryness, extracted with isopropyl alcohol and the extracts are concentrated to dryness to give 4-methyl-5-[(2-aminoethyl)thiomethyl]imidazole. Reactants: C(C=C)OC(CC[C@@H](COCOCC)NC(=O)C1=CC=C(C=C1)I)=O (5-ethoxymethoxy-4(S)-[N-(4-iodophenylcarbonyl)amino]pentanoic acid allyl ester), [Cu](C#N)C#N (copper cyanide). The solvent is C(C)(=O)OCC (ethyl acetate), O (water), CN(C)C=O (DMF). Run at temperature 50 celsius, time 3 hour. The product is C(C=C)OC(CC[C@@H](COCOCC)NC(=O)C1=CC=C(C=C1)C#N)=O (5-ethoxymethoxy-4(S)-[N-(4-cyanophenylcarbonyl)amino]pentanoic acid allyl ester). The yield is 71.7%. Reaction SMILES: [CH2:1]([O:4][C:5](=[O:25])[CH2:6][CH2:7][C@H:8]([NH:15][C:16]([C:18]1[CH:23]=[CH:22][C:21](I)=[CH:20][CH:19]=1)=[O:17])[CH2:9][O:10][CH2:11][O:12][CH2:13][CH3:14])[CH:2]=[CH2:3].[Cu](C#N)[C:27]#[N:28]>CN(C=O)C.C(OCC)(=O)C.O>[CH2:1]([O:4][C:5](=[O:25])[CH2:6][CH2:7][C@H:8]([NH:15][C:16]([C:18]1[CH:23]=[CH:22][C:21]([C:27]#[N:28])=[CH:20][CH:19]=1)=[O:17])[CH2:9][O:10][CH2:11][O:12][CH2:13][CH3:14])[CH:2]=[CH2:3]. Procedure details: To a solution of the compound prepared in Example 3 (2.00 g) in DMF (40 ml), copper cyanide (520 mg) was added. The mixture was vigorously stirred for 3 hours at 50° C. The reaction mixture was cooled, and diluted with ethyl acetate and water. The solution was filtered, the filtrate was extracted with ethyl acetate. The organic layer was washed with a saturated aqueous solution of sodium chloride, dried over anhydrous magnesium sulfate and concentrated to give the title compound (1.12 g) having ... Reactants: Cc1cc(N2CCC(=O)CC2)ncn1, Nc1nc2n(n1)C(c1ccccc1)CCO2. Product: Cc1cc(N2CCC(Nc3nc4n(n3)C(c3ccccc3)CCO4)CC2)ncn1. RXN SMILES: [CH3:17][c:18]1[cH:19][c:20]([N:24]2[CH2:25][CH2:26][C:27](=[O:30])[CH2:28][CH2:29]2)[n:21][cH:22][n:23]1.[c:1]1([CH:7]2[n:8]3[c:9]([n:13][c:14]([NH2:16])[n:15]3)[O:10][CH2:11][CH2:12]2)[cH:2][cH:3][cH:4][cH:5][cH:6]1>>[c:1]1([CH:7]2[n:8]3[c:9]([n:13][c:14]([NH:16][CH:27]4[CH2:26][CH2:25][N:24]([c:20]5[cH:19][c:18]([CH3:17])[n:23][cH:22][n:21]5)[CH2:29][CH2:28]4)[n:15]3)[O:10][CH2:11][CH2:12]2)[cH:2][cH:3][cH:4][cH:5][cH:6]1. Starting materials: BrC1=C(C=CC(=C1)C)[N+](=O)[O-] (2-Bromo-4-methyl-1-nitro-benzene), C1(=CC=CC=C1)B(O)O (phenylboronic acid). Product: CC=1C=CC(=C(C1)C1=CC=CC=C1)[N+](=O)[O-] (5-Methyl-2-nitro-biphenyl). Yield: 94.3%. As a reaction SMILES: Br[C:2]1[CH:7]=[C:6]([CH3:8])[CH:5]=[CH:4][C:3]=1[N+:9]([O-:11])=[O:10].[C:12]1(B(O)O)[CH:17]=[CH:16][CH:15]=[CH:14][CH:13]=1>>[CH3:8][C:6]1[CH:5]=[CH:4][C:3]([N+:9]([O-:11])=[O:10])=[C:2]([C:12]2[CH:17]=[CH:16][CH:15]=[CH:14][CH:13]=2)[CH:7]=1. Procedure: The product from Example 219a (0.20 g, 0.93 mmol) was reacted with phenylboronic acid (0.135 g, 1.11 mmol) for 19.5 h at 80° C. as described in Example 218a. The reaction mixture was cooled and filtered through celite, the filtrate concentrated under vacuum to give the crude product which was purified by flash chromatography on silica gel to give the title biphenyl (0.187 g, 94%) as a yellow oil. Starting materials: CCOC(=O)c1sc(-n2cnc3cc(CN4CCN(C)CC4)ccc32)nc1-c1cccc(Cl)c1, [Li+], C1CCOC1, [OH-], O. The product is CN1CCN(Cc2ccc3c(c2)ncn3-c2nc(-c3cccc(Cl)c3)c(C(=O)O)s2)CC1. Reaction SMILES: [CH2:1]([CH3:2])[O:3][C:4](=[O:5])[c:6]1[c:7](-[c:28]2[cH:29][c:30]([Cl:34])[cH:31][cH:32][cH:33]2)[n:8][c:9](-[n:11]2[cH:12][n:13][c:14]3[c:15]2[cH:16][cH:17][c:18]([CH2:20][N:21]2[CH2:22][CH2:23][N:24]([CH3:27])[CH2:25][CH2:26]2)[cH:19]3)[s:10]1.[Li+:35].[O:37]1[CH2:38][CH2:39][CH2:40][CH2:41]1.[OH-:36].[OH2:42]>>[O:3]=[C:4]([OH:5])[c:6]1[c:7](-[c:28]2[cH:29][c:30]([Cl:34])[cH:31][cH:32][cH:33]2)[n:8][c:9](-[n:11]2[cH:12][n:13][c:14]3[c:15]2[cH:16][cH:17][c:18]([CH2:20][N:21]2[CH2:22][CH2:23][N:24]([CH3:27])[CH2:25][CH2:26]2)[cH:19]3)[s:10]1. Reactants: ClC(C(=O)N[C@@H]([C@@H](C1=CC=C(C=C1)I)O)CF)Cl (2,2-dichloro-N-((1R,2S)-3-fluoro-1-hydroxy-1-(4-iodophenyl)propan-2-yl)acetamide), CC1(OB(OC1(C)C)C1=CC=C(S1)CN1CCOCC1)C (4-((5-(4,4,5,5-tetramethyl-1,3,2-dioxaborolan-2-yl)thiophen-2-yl)methyl)morpholine). Yields the product ClC(C(=O)N[C@@H]([C@@H](C1=CC=C(C=C1)C=1SC(=CC1)CN1CCOCC1)O)CF)Cl (2,2-dichloro-N-((1R,2S)-3-fluoro-1-hydroxy-1-(4-(5-(morpholino-methyl)thiophen-2-yl)phenyl)propan-2-yl)acetamide). RXN SMILES: [Cl:1][CH:2]([Cl:18])[C:3]([NH:5][C@H:6]([CH2:16][F:17])[C@H:7]([OH:15])[C:8]1[CH:13]=[CH:12][C:11](I)=[CH:10][CH:9]=1)=[O:4].CC1(C)C(C)(C)OB([C:27]2[S:31][C:30]([CH2:32][N:33]3[CH2:38][CH2:37][O:36][CH2:35][CH2:34]3)=[CH:29][CH:28]=2)O1>>[Cl:1][CH:2]([Cl:18])[C:3]([NH:5][C@H:6]([CH2:16][F:17])[C@H:7]([OH:15])[C:8]1[CH:13]=[CH:12][C:11]([C:27]2[S:31][C:30]([CH2:32][N:33]3[CH2:34][CH2:35][O:36][CH2:37][CH2:38]3)=[CH:29][CH:28]=2)=[CH:10][CH:9]=1)=[O:4]. Procedure: Following the general procedure of Example 22, Step 1 and making non-critical variations but using 2,2-dichloro-N-((1R,2S)-3-fluoro-1-hydroxy-1-(4-iodophenyl)propan-2-yl)acetamide (150 mg, 0.34 mmol) and 4-((5-(4,4,5,5-tetramethyl-1,3,2-dioxaborolan-2-yl)thiophen-2-yl)methyl)morpholine (114 mg, 0.37 mmol), followed by the general procedure from Example 2, step 2, the title compound is obtained (50 mg): 1H NMR (400 MHz, CDCl3) δ: 1.66 (bs, 1H), 2.53 (t, 4H), 3.71 (s, 2H,), 3.75 (t, 4H), 4.25-4.38... The reactants are FC1=CC=C(N)C=C1 (4-fluoroaniline), [N+](=O)([O-])C=1C=C(C(=O)O)C=CC1 (3-nitrobenzoic acid). Yields the product [N+](=O)([O-])C=1C=C(C(=O)NC2=CC=C(C=C2)F)C=CC1 (3-Nitro-N-(4-fluorophenyl)benzamide). Yield: 76.1%. As a reaction SMILES: [F:1][C:2]1[CH:8]=[CH:7][C:5]([NH2:6])=[CH:4][CH:3]=1.[N+:9]([C:12]1[CH:13]=[C:14]([CH:18]=[CH:19][CH:20]=1)[C:15](O)=[O:16])([O-:11])=[O:10]>>[N+:9]([C:12]1[CH:13]=[C:14]([CH:18]=[CH:19][CH:20]=1)[C:15]([NH:6][C:5]1[CH:7]=[CH:8][C:2]([F:1])=[CH:3][CH:4]=1)=[O:16])([O-:11])=[O:10]. Procedure: Using 4-fluoroaniline (1.1 ml, 10.9 mmol) and 3-nitrobenzoic acid (1.76 g, 10.0 mmol), the procedure of Reference Example 16 was repeated to obtain 1.98 g (76.0%) of the title compound in the form of light yellow needle crystals. Starting materials: ClC1=CC=C(CN2C(=CC3=CC(=CC=C23)OCC2=NC3=CC=CC=C3C=C2)CC(C(=O)OC)(C)C)C=C1 (Methyl 3-[N-(4-chlorobenzyl)-5-(quinolin-2-ylmethoxy)indol-2-yl]-2,2-dimethylpropanoate), C1(=CC=CC=C1)CC(=O)Cl (phenylacetyl chloride), [Na] (sodium). Product: ClC1=CC=C(CN2C(=C(C3=CC(=CC=C23)OCC2=NC3=CC=CC=C3C=C2)C(CC2=CC=CC=C2)=O)CC(C(=O)O)(C)C)C=C1 (3-[N-(4-Chlorobenzyl)-3-phenylacetyl-5-(quinolin-2-ylmethoxy)indol-2-yl]-2,2-dimethylpropanoic acid). RXN SMILES: [Cl:1][C:2]1[CH:37]=[CH:36][C:5]([CH2:6][N:7]2[C:15]3[C:10](=[CH:11][C:12]([O:16][CH2:17][C:18]4[CH:27]=[CH:26][C:25]5[C:20](=[CH:21][CH:22]=[CH:23][CH:24]=5)[N:19]=4)=[CH:13][CH:14]=3)[CH:9]=[C:8]2[CH2:28][C:29]([CH3:35])([CH3:34])[C:30]([O:32]C)=[O:31])=[CH:4][CH:3]=1.[C:38]1([CH2:44][C:45](Cl)=[O:46])[CH:43]=[CH:42][CH:41]=[CH:40][CH:39]=1.[Na]>>[Cl:1][C:2]1[CH:3]=[CH:4][C:5]([CH2:6][N:7]2[C:15]3[C:10](=[CH:11][C:12]([O:16][CH2:17][C:18]4[CH:27]=[CH:26][C:25]5[C:20](=[CH:21][CH:22]=[CH:23][CH:24]=5)[N:19]=4)=[CH:13][CH:14]=3)[C:9]([C:45](=[O:46])[CH2:44][C:38]3[CH:43]=[CH:42][CH:41]=[CH:40][CH:39]=3)=[C:8]2[CH2:28][C:29]([CH3:35])([CH3:34])[C:30]([OH:32])=[O:31])=[CH:36][CH:37]=1 |^1:47|. Reported procedure: The title compound was prepared according to the conditions described in Step B and Step C of Example 47, from methyl 3-[N-(4-chlorobenzyl)-5-(quinolin-2-ylmethoxy) indol-2-yl]-2,2-dimethylpropanoate (prepared in Step A of Example 47), but using phenylacetyl chloride in place of trimethylacetyl chloride in Step B. Anal. C, H, N for sodium salt·1H2O Calc. C 69.46; H 5.22; N 4.26 Found C 69.71; H 5.25; N 4.11.